Dataset: the Open Reaction Database (ORD), a public repository of structured organic reaction records. Task: describe an organic reaction: reactants, conditions, products, and yield Starting materials: BrC=1C=2N(C=CC1)N=C(N2)Cl (8-bromo-2-chloro-[1,2,4]triazolo[1,5-a]pyridine), C(C)(C)(C)OC(=O)N1C(CCC1)CN (2-aminomethyl-pyrrolidine-1-carboxylic acid tert-butyl ester). Product: C(C)(C)(C)OC(=O)N1C(CCC1)CNC=1C=2N(C=CC1)N=C(N2)Cl (2-[(2-Chloro-[1,2,4]triazolo[1,5-a]pyridin-8-ylamino)-methyl]-pyrrolidine-1-carboxylic acid tert-butyl ester), oil. Isolated yield 54.0%. RXN SMILES: Br[C:2]1[C:3]2[N:4]([N:8]=[C:9]([Cl:11])[N:10]=2)[CH:5]=[CH:6][CH:7]=1.[C:12]([O:16][C:17]([N:19]1[CH2:23][CH2:22][CH2:21][CH:20]1[CH2:24][NH2:25])=[O:18])([CH3:15])([CH3:14])[CH3:13]>>[C:12]([O:16][C:17]([N:19]1[CH2:23][CH2:22][CH2:21][CH:20]1[CH2:24][NH:25][C:2]1[C:3]2[N:4]([N:8]=[C:9]([Cl:11])[N:10]=2)[CH:5]=[CH:6][CH:7]=1)=[O:18])([CH3:15])([CH3:14])[CH3:13]. Procedure: 2-[(2-Chloro-[1,2,4]triazolo[1,5-a]pyridin-8-ylamino)-methyl]-pyrrolidine-1-carboxylic acid tert-butyl ester was prepared from 8-bromo-2-chloro-[1,2,4]triazolo[1,5-a]pyridine (500.0 mg, 2.151 mmol) and 2-aminomethyl-pyrrolidine-1-carboxylic acid tert-butyl ester (475.0 mg, 2.372 mmol) in a manner analogous to Example 2d. Product isolated as a yellow viscous oil (0.411 g, 54%). MS=374, 376 (MH)+. Starting materials: Cl, O=C(Nc1cccc(C(F)(F)F)c1)c1ccc2c(I)nnc(I)c2c1, [Na+], C1COCCO1, [OH-], O. The product is O=C(Nc1cccc(C(F)(F)F)c1)c1ccc2c(I)nnc(O)c2c1. As a reaction SMILES: [ClH:34].[F:1][C:2]([c:3]1[cH:4][c:5]([NH:9][C:10](=[O:11])[c:12]2[cH:13][c:14]3[c:15]([I:23])[n:16][n:17][c:18]([I:22])[c:19]3[cH:20][cH:21]2)[cH:6][cH:7][cH:8]1)([F:24])[F:25].[Na+:27].[O:28]1[CH2:29][CH2:30][O:31][CH2:32][CH2:33]1.[OH-:26].[OH2:35]>>[F:1][C:2]([c:3]1[cH:4][c:5]([NH:9][C:10](=[O:11])[c:12]2[cH:13][c:14]3[c:15]([OH:28])[n:16][n:17][c:18]([I:22])[c:19]3[cH:20][cH:21]2)[cH:6][cH:7][cH:8]1)([F:24])[F:25]. Reactants: ethyl-2-cyclopropyl-4,4-dimethyl-1,2,3,4-tetrahydro isoquinoline-6-carboxylate, C(C)OC(=O)C=1C=C2C(CN(CC2=CC1)C1CC1)(C)C (Ethyl-2-cyclopropyl-4,4-dimethyl-1,2,3,4-tetrahydroisoquinoline-6-carboxylate), solution, [H-].C(C(C)C)[Al+]CC(C)C (di-iso-butyl aluminum hydride). Solvent: ClCCl (dichloromethane), ClCCl (dichloromethane). Conditions: temperature -20 celsius. Yields the product C1(CC1)N1CC2=CC=C(C=C2C(C1)(C)C)CO (2-Cyclopropyl-6-hydroxymethyl-4,4-dimethyl-1,2,3,4-tetrahydroisoquinoline). Yield: 87.0%. RXN SMILES: C([O:3][C:4]([C:6]1[CH:7]=[C:8]2[C:13](=[CH:14][CH:15]=1)[CH2:12][N:11]([CH:16]1[CH2:18][CH2:17]1)[CH2:10][C:9]2([CH3:20])[CH3:19])=O)C.[H-].C([Al+]CC(C)C)C(C)C>ClCCl>[CH:16]1([N:11]2[CH2:10][C:9]([CH3:19])([CH3:20])[C:8]3[C:13](=[CH:14][CH:15]=[C:6]([CH2:4][OH:3])[CH:7]=3)[CH2:12]2)[CH2:18][CH2:17]1 |f:1.2|. Procedure: A stirred cooled (−78° C.)solution of ethyl-2-cyclopropyl-4,4-dimethyl-1,2,3,4-tetrahydro isoquinoline-6-carboxylate (Intermediate 23, 1 g, 3.66 mmol) in anhydrous dichloromethane (20 mL) under argon was treated with a 1M solution of di-iso-butyl aluminum hydride in dichloromethane (10 mL) and the reaction mixture was warmed to −20° C. over 1 h. It was then quenched with saturated aqueous ammonium chloride solution and diluted with dichloromethane and filtered over a bed of celite. The phases we...